From a dataset of the Open Reaction Database (ORD), a public repository of structured organic reaction records. describe an organic reaction: reactants, conditions, products, and yield Isolated yield 70.6%. Reaction SMILES: [Br:1][C:2]1[CH:6]=[CH:5][NH:4][N:3]=1.O1CCCC1.CC(C)([O-])C.[K+].Cl[CH2:19][CH2:20][S:21]([CH3:24])(=[O:23])=[O:22].C(OCC)(=O)C>CN(C)C=O>[Br:1][C:2]1[CH:6]=[CH:5][N:4]([CH2:19][CH2:20][S:21]([CH3:24])(=[O:23])=[O:22])[N:3]=1 |f:1.2.3|. The solvent is CN(C=O)C (N,N-dimethylformamide). Procedure: To a solution of 3-bromo-1H-pyrazole obtained in Step C of Example 6 (600 mg) in N,N-dimethylformamide (40 mL) was added potassium tert-butoxide tetrahydrofuran solution (1 M, 6.12 mL) at room temperature, and the mixture was stirred for 10 min. To the reaction mixture was added 1-chloro-2-(methylsulfonyl)ethane obtained in Step A (873 mg) at room temperature, and the mixture was stirred for 2 hr. To the reaction mixture was added ethyl acetate, and the mixture was washed with water and saturate... Product: BrC1=NN(C=C1)CCS(=O)(=O)C (3-bromo-1-(2-(methylsulfonyl)ethyl)-1H-pyrazole). Reactants: BrC1=NNC=C1 (3-bromo-1H-pyrazole), O1CCCC1.CC(C)([O-])C.[K+] (potassium tert-butoxide tetrahydrofuran), C(C)(=O)OCC (ethyl acetate), ClCCS(=O)(=O)C (1-chloro-2-(methylsulfonyl)ethane). Conditions: time 10 minute.